This data is from the Open Reaction Database (ORD), a public repository of structured organic reaction records. The task is: describe an organic reaction: reactants, conditions, products, and yield The product is CC1=NC(=NC(=C1)C1=CC=C(C=C1)C(F)(F)F)C=1C=C(C=CC1)C=1C=CC(=NC1)N (5-{3-[4-Methyl-6-(4-trifluoromethyl-phenyl)-pyrimidin-2-yl]-phenyl}-pyridin-2-ylamine), solid. Starting materials: BrC=1C=C(C=CC1)C1=NC(=CC(=N1)C1=CC=C(C=C1)C(F)(F)F)C (2-(3-bromo-phenyl)-4-(4-trifluoromethylphenyl)-6-methyl-pyrimidine), NC1=NC=C(C=C1)B1OC(C(O1)(C)C)(C)C (2-amino-5-(4,4,5,5-tetramethyl-1,3,2-dioxaborolan-2-yl)pyridine). Reaction SMILES: Br[C:2]1[CH:3]=[C:4]([C:8]2[N:13]=[C:12]([C:14]3[CH:19]=[CH:18][C:17]([C:20]([F:23])([F:22])[F:21])=[CH:16][CH:15]=3)[CH:11]=[C:10]([CH3:24])[N:9]=2)[CH:5]=[CH:6][CH:7]=1.[NH2:25][C:26]1[CH:31]=[CH:30][C:29](B2OC(C)(C)C(C)(C)O2)=[CH:28][N:27]=1>>[CH3:24][C:10]1[CH:11]=[C:12]([C:14]2[CH:19]=[CH:18][C:17]([C:20]([F:23])([F:22])[F:21])=[CH:16][CH:15]=2)[N:13]=[C:8]([C:4]2[CH:3]=[C:2]([C:29]3[CH:30]=[CH:31][C:26]([NH2:25])=[N:27][CH:28]=3)[CH:7]=[CH:6][CH:5]=2)[N:9]=1. The yield is 48.0%. Procedure details: The title compound was prepared from 2-(3-bromo-phenyl)-4-(4-trifluoromethylphenyl)-6-methyl-pyrimidine (example E.47) (0.197 g, 0.5 mmol) and commercially available 2-amino-5-(4,4,5,5-tetramethyl-1,3,2-dioxaborolan-2-yl)pyridine (0.14 g, 0.65 mmol) according to the general procedure VI. Obtained as an off-white solid (0.097 g, 48%). MS (ISP) 407.3 [(M+H)+]; mp 224° C. RXN SMILES: [C:1]([CH3:2])(=[O:3])[CH:4]([CH:5]1[CH:6]([N:19]=[N+:20]=[N-:21])[CH2:7][CH:8]([n:10]2[c:11](=[O:12])[nH:13][c:14](=[O:15])[c:16]([CH3:17])[cH:18]2)[O:9]1)[OH:22].[C:23]([c:24]1[cH:25][cH:26][cH:27][cH:28][cH:29]1)(=[O:30])[Cl:31].[OH2:32].[cH:33]1[cH:34][cH:35][n:36][cH:37][cH:38]1>>[C:1]([CH3:2])(=[O:3])[CH:4]([CH:5]1[CH:6]([N:19]=[N+:20]=[N-:21])[CH2:7][CH:8]([n:10]2[c:11](=[O:12])[n:13]([C:23]([c:24]3[cH:25][cH:26][cH:27][cH:28][cH:29]3)=[O:30])[c:14](=[O:15])[c:16]([CH3:17])[cH:18]2)[O:9]1)[OH:22]. The reactants are CC(=O)C(O)C1OC(n2cc(C)c(=O)[nH]c2=O)CC1N=[N+]=[N-], O=C(Cl)c1ccccc1, O, c1ccncc1. Yields the product CC(=O)C(O)C1OC(n2cc(C)c(=O)n(C(=O)c3ccccc3)c2=O)CC1N=[N+]=[N-]. Reactants: CN(C)C=O, Cc1ccccc1, O=[N+]([O-])c1ccc(F)cc1, O, COC(=O)c1cc(O)cc(C(=O)OC)c1. Product: COC(=O)c1cc(Oc2ccc([N+](=O)[O-])cc2)cc(C(=O)OC)c1. RXN SMILES: [CH3:26][N:27]([CH3:28])[CH:29]=[O:30].[CH3:31][c:32]1[cH:33][cH:34][cH:35][cH:36][cH:37]1.[F:16][c:17]1[cH:18][cH:19][c:20]([N+:23](=[O:24])[O-:25])[cH:21][cH:22]1.[OH2:38].[OH:1][c:2]1[cH:3][c:4]([C:12](=[O:13])[O:14][CH3:15])[cH:5][c:6]([C:7](=[O:8])[O:9][CH3:10])[cH:11]1>>[O:1]([c:2]1[cH:3][c:4]([C:12](=[O:13])[O:14][CH3:15])[cH:5][c:6]([C:7](=[O:8])[O:9][CH3:10])[cH:11]1)[c:17]1[cH:18][cH:19][c:20]([N+:23](=[O:24])[O-:25])[cH:21][cH:22]1. Reaction conditions: time 3 day. Procedure details: To 10 ml. of anhydrous tetrahydrofuran at -20° C. were added 1.3 g. of ethanethiol and 13 ml. of 1.6 M n-butyllithium solution and the mixture was stirred under nitrogen for 15 minutes. The solution was allowed to warm to room temperature and a solution of 7.24 g. of α-bromoacetyl-β-diethylamino-3-trifluoromethylstyrene in 10 ml. of tetrahydrofuran was added. The mixture was stirred and heated under reflux overnight. The tetrahydrofuran was stripped off to leave an oil which was dissolved in chl... RXN SMILES: [O:1]1CCC[CH2:2]1.[CH2:6]([SH:8])[CH3:7].C([Li])CCC.BrCC([C:18]([N:30]([CH2:33][CH3:34])[CH2:31]C)=[CH:19][C:20]1[CH:25]=[CH:24][CH:23]=[C:22]([C:26]([F:29])([F:28])[F:27])[CH:21]=1)=O>C(Cl)(Cl)Cl>[CH2:6]([S:8][C:34]1[C:2](=[O:1])[C:19]([C:20]2[CH:21]=[C:22]([C:26]([F:27])([F:28])[F:29])[CH:23]=[CH:24][CH:25]=2)=[CH:18][N:30]([CH3:31])[CH:33]=1)[CH3:7]. The reactants are O1CCCC1 (tetrahydrofuran), O1CCCC1 (tetrahydrofuran), BrCC(=O)C(=CC1=CC(=CC=C1)C(F)(F)F)N(CC)CC (α-bromoacetyl-β-diethylamino-3-trifluoromethylstyrene), C(C)S (ethanethiol), C(CCC)[Li] (n-butyllithium), O1CCCC1 (tetrahydrofuran). The solvent is C(Cl)(Cl)Cl (chloroform). Yields the product C(C)SC1=CN(C=C(C1=O)C=1C=C(C=CC1)C(F)(F)F)C (3-ethylthio-1-methyl-5 -(α,α,α-trifluoro-m-tolyl)-4(1H)-pyridone). The reactants are C1(CC1)C=1C(=CC(=NC1)C(=O)O)OCC(F)(F)F (5-Cyclopropyl-4-(2,2,2-trifluoro-ethoxy)-pyridine-2-carboxylic acid), Cl.NC(CC(=O)N)CC(C)C (3-amino-5-methylhexanamide hydrochloride). The product is C(N)(=O)CC(CC(C)C)NC(=O)C1=NC=C(C(=C1)OCC(F)(F)F)C1CC1 (5-Cyclopropyl-4-(2,2,2-trifluoro-ethoxy)-pyridine-2-carboxylic acid (1-carbamoylmethyl-3-methyl-butyl)-amide). Reaction SMILES: [CH:1]1([C:4]2[C:5]([O:13][CH2:14][C:15]([F:18])([F:17])[F:16])=[CH:6][C:7]([C:10]([OH:12])=O)=[N:8][CH:9]=2)[CH2:3][CH2:2]1.Cl.[NH2:20][CH:21]([CH2:26][CH:27]([CH3:29])[CH3:28])[CH2:22][C:23]([NH2:25])=[O:24]>>[C:23]([CH2:22][CH:21]([NH:20][C:10]([C:7]1[CH:6]=[C:5]([O:13][CH2:14][C:15]([F:18])([F:17])[F:16])[C:4]([CH:1]2[CH2:2][CH2:3]2)=[CH:9][N:8]=1)=[O:12])[CH2:26][CH:27]([CH3:29])[CH3:28])(=[O:24])[NH2:25] |f:1.2|. Procedure details: The title compound was synthesized in analogy to Example 63b, using 5-Cyclopropyl-4-(2,2,2-trifluoro-ethoxy)-pyridine-2-carboxylic acid (Example 48c) and 3-amino-5-methylhexanamide hydrochloride (CAN 93169-29-0) as starting materials to yield the racemate mixture. The racemate was separated into its enantiomers by preparative chiral HPLC (Chiralpak AD, isopropanol/heptane) and the title compound was the first enantiomer collected and isolated as colorless oil; MS (ESI, m/z): 388.0 (M+H+). The reactants are NC=1OC2=C(C(C1C=O)=O)C=C(C=C2)CC (2-amino-6-ethyl-4-oxo-4H-1-benzopyran-3-carboxaldehyde), CN(C=O)C (dimethylformamide), C(C#C)(=O)OCC (ethyl propiolate). The solvent is C(C)N(CC)CC (triethylamine). Conditions: temperature 90 celsius, time 1 hour. Yields the product C(C)C=1C=CC2=C(C(C(=C(O2)NC=CC(=O)OCC)C=O)=O)C1 (ethyl 3-(6-ethyl-3-formyl-4-oxo-4H-1-benzopyran-2-yl)aminoacrylate). The yield is 52.4%. Reaction SMILES: [NH2:1][C:2]1[O:3][C:4]2[CH:14]=[CH:13][C:12]([CH2:15][CH3:16])=[CH:11][C:5]=2[C:6](=[O:10])[C:7]=1[CH:8]=[O:9].CN(C)C=O.[C:22]([O:26][CH2:27][CH3:28])(=[O:25])[C:23]#[CH:24]>C(N(CC)CC)C>[CH2:15]([C:12]1[CH:13]=[CH:14][C:4]2[O:3][C:2]([NH:1][CH:24]=[CH:23][C:22]([O:26][CH2:27][CH3:28])=[O:25])=[C:7]([CH:8]=[O:9])[C:6](=[O:10])[C:5]=2[CH:11]=1)[CH3:16]. Procedure: A mixture consisting of 2.17 g of 2-amino-6-ethyl-4-oxo-4H-1-benzopyran-3-carboxaldehyde, 25 ml of dimethylformamide, 5 g of ethyl propiolate and 0.1 ml of triethylamine was stirred at 90° C. for one hour and then the mixture was allowed to stand at room temperature. The resulting crystals were collected by filtration and recrystallized from acetone to obtain 1.65 g of ethyl 3-(6-ethyl-3-formyl-4-oxo-4H-1-benzopyran-2-yl)aminoacrylate as colorless needles melting at 201°-203° C. Starting materials: Cl.ClC1=CC=C2C(=NC=NC2=C1)NC1=CC=C(C=C1)S(=O)(=O)Cl (4-(7-Chloro-4-quinazolinylamino)benzenesulphonyl chloride hydrochloride), C([O-])([O-])=O.[Na+].[Na+] (sodium carbonate), Cl.ClCCCN (3-chloropropylamine hydrochloride). Run in O (water), C(Cl)(Cl)Cl (chloroform). Run at time 1 hour. As a reaction SMILES: Cl.[Cl:2][C:3]1[CH:12]=[C:11]2[C:6]([C:7]([NH:13][C:14]3[CH:19]=[CH:18][C:17]([S:20](Cl)(=[O:22])=[O:21])=[CH:16][CH:15]=3)=[N:8][CH:9]=[N:10]2)=[CH:5][CH:4]=1.C(=O)([O-])[O-].[Na+].[Na+].Cl.[Cl:31][CH2:32][CH2:33][CH2:34][NH2:35]>O.C(Cl)(Cl)Cl>[Cl:31][CH2:32][CH2:33][CH2:34][NH:35][S:20]([C:17]1[CH:18]=[CH:19][C:14]([NH:13][C:7]2[C:6]3[C:11](=[CH:12][C:3]([Cl:2])=[CH:4][CH:5]=3)[N:10]=[CH:9][N:8]=2)=[CH:15][CH:16]=1)(=[O:22])=[O:21] |f:0.1,2.3.4,5.6|. Reported procedure: 4-(7-Chloro-4-quinazolinylamino)benzenesulphonyl chloride hydrochloride (11.7 g, 0.03 mole) was added portionwise to a well stirred mixture of sodium carbonate (45 g) in water (350 ml) and 3-chloropropylamine hydrochloride (3.9 g, 0.03 mole) in chloroform (350 ml) was added at 10° C. After about 1 hour at room temperature, the mixture was filtered and the solid was washed with water and then dried to give 7.4 g of the title compound. A sample was recrystallised from a mixture of ethanol and wate... Yield: 60.0%. Product: ClCCCNS(=O)(=O)C1=CC=C(C=C1)NC1=NC=NC2=CC(=CC=C12)Cl (N-(3-Chloropropyl)-4-(7-chloro-4-quinazolinylamino)-Benzenesulphonamide). Reactants: CC(C)Cc1ccc(C=O)cc1, CC1=CN=C(C=C1)N, [C-]#[N+]C1CCCCC1. The reagents and catalysts are O=C(O)C(F)(F)F (trifluoroacetic acid). The solvent is CC(C)O (isopropyl alcohol), CC(C)O (isopropylalcohol). Run at temperature 22 celsius, time 20 hour. Yields the product CC(C)Cc1ccc(cc1)c1c(NC2CCCCC2)n2cc(C)ccc2n1. Isolated yield 44.7%. Reaction SMILES: CC1=CC=C(N)N=C1.[C-]#[N+]C1CCCCC1.CC(C)CC1=CC=C(C=O)C=C1>>CC(C)CC1=CC=C(C=C1)C1=C(NC2CCCCC2)N2C=C(C)C=CC2=N1. The reagents and catalysts are dppf. Reaction conditions: temperature 110 celsius, time 24 hour. Reactants: COC(=O)c2ccc(Oc1nc(OC)nc(OC)n1)cc2 (substrate), OB(O)c1ccc(F)cc1 (effective_coupling_partner). The product is COC(=O)c2ccc(c1ccc(F)cc1)cc2. Reactants: C(#CCCCCC)C=1C=C2C=CC(=CC2=CC1)C(=O)OC (Methyl 6-(1-heptynyl)naphthalene-2-carboxylate), [H][H] (hydrogen). The reagents and catalysts are [Pt]=O (platinum oxide). Run in O1CCCC1 (tetrahydrofuran). Product: C(CCCCCC)C=1C=C2C=CC(=CC2=CC1)C(=O)OC (Methyl 6-heptylnaphthalene-2-carboxylate). Isolated yield 96.2%. Reaction SMILES: [C:1]([C:8]1[CH:9]=[C:10]2[C:15](=[CH:16][CH:17]=1)[CH:14]=[C:13]([C:18]([O:20][CH3:21])=[O:19])[CH:12]=[CH:11]2)#[C:2][CH2:3][CH2:4][CH2:5][CH2:6][CH3:7].[H][H]>O1CCCC1.[Pt]=O>[CH2:1]([C:8]1[CH:9]=[C:10]2[C:15](=[CH:16][CH:17]=1)[CH:14]=[C:13]([C:18]([O:20][CH3:21])=[O:19])[CH:12]=[CH:11]2)[CH2:2][CH2:3][CH2:4][CH2:5][CH2:6][CH3:7]. Procedure: A mixture of Methyl 6-(1-heptynyl)naphthalene-2-carboxylate (4.51 g) and platinum oxide (0.4 g) in tetrahydrofuran was stirred under 3.5 atm pressure of hydrogen for 5 hours. The catalyst was filtered off and the filtlate was evaporated to give Methyl 6-heptylnaphthalene-2-carboxylate (4.40 g).